This data is from the Open Reaction Database (ORD), a public repository of structured organic reaction records. The task is: describe an organic reaction: reactants, conditions, products, and yield Reactants: CCOC(=O)CC(=O)OC(C)(C)C, C=CCCCCCCCCC=CCCCNc1ccc(C(=O)Cl)cc1, COCCOC, Cl, [H-], [Na+]. Yields the product C=CCCCCCCCCC=CCCCNc1ccc(C(=O)C(C(=O)OCC)C(=O)OC(C)(C)C)cc1. As a reaction SMILES: [C:1]([CH2:2][C:3](=[O:4])[O:5][CH2:6][CH3:7])(=[O:8])[O:9][C:10]([CH3:11])([CH3:12])[CH3:13].[CH2:17]([CH2:18][CH2:19][CH:20]=[CH:21][CH2:22][CH2:23][CH2:24][CH2:25][CH2:26][CH2:27][CH2:28][CH2:29][CH:30]=[CH2:31])[NH:32][c:33]1[cH:34][cH:35][c:36]([C:37](=[O:38])[Cl:39])[cH:40][cH:41]1.[CH3:42][O:43][CH2:44][CH2:45][O:46][CH3:47].[ClH:16].[H-:14].[Na+:15]>>[C:1]([CH:2]([C:3](=[O:4])[O:5][CH2:6][CH3:7])[C:37]([c:36]1[cH:35][cH:34][c:33]([NH:32][CH2:17][CH2:18][CH2:19][CH:20]=[CH:21][CH2:22][CH2:23][CH2:24][CH2:25][CH2:26][CH2:27][CH2:28][CH2:29][CH:30]=[CH2:31])[cH:41][cH:40]1)=[O:38])(=[O:8])[O:9][C:10]([CH3:11])([CH3:12])[CH3:13].